This data is from the Open Reaction Database (ORD), a public repository of structured organic reaction records. The task is: describe an organic reaction: reactants, conditions, products, and yield Reactants: C(C(=O)O)(=O)O.CC1=NOC(=C1)C=C1CN(CC1)C (3-(3-methyl-5-isoxazolyl)methylene-1-methylpyrolidine oxalate), compound 9, CN1CC(CC1)=O (1-methyl-pyrrolidin-3-one), compound 8, C(C(=O)O)(=O)O.CC1=NOC(=C1)C=C1CN(CC1)C (3-(3-methyl-5-isoxazolyl)methylene-1-methylpyrrolidine oxalate), CC1=NOC(=C1)C[Si](C)(C)C (3-methyl-5-trimethylsilylmethyl-isoxazole). Yields the product C(C(=O)O)(=O)O.CC1=NOC(=C1)C=C1CN(CCC1)C (3-(3-methyl-5-isoxazolyl)methylene-1 -methylpiperidine oxalate). RXN SMILES: [C:1]([OH:6])(=[O:5])[C:2]([OH:4])=[O:3].[CH3:7][C:8]1[CH:12]=[C:11]([CH:13]=[C:14]2[CH2:18][CH2:17][N:16]([CH3:19])[CH2:15]2)[O:10][N:9]=1.[CH3:20]N1CCC(=O)C1.CC1C=C(C[Si](C)(C)C)ON=1>>[C:1]([OH:6])(=[O:5])[C:2]([OH:4])=[O:3].[CH3:7][C:8]1[CH:12]=[C:11]([CH:13]=[C:14]2[CH2:18][CH2:17][CH2:20][N:16]([CH3:19])[CH2:15]2)[O:10][N:9]=1 |f:0.1,4.5|. Procedure details: 3-(3-methyl-5-isoxazolyl)methylene-1-methylpyrolidine oxalate, compound 8, and (E) 3-(3-methyl-5-isoxazolyl)methylene-1-methylpyrrolidine oxalate, compound 9, starting form 1-methyl-pyrrolidin-3-one (J. Amer. Chem. Soc., 55, 1933, 1233-1241) and 3-methyl-5-trimethylsilylmethyl-isoxazole. Reactants: C(C)(C)(C)OC(=O)N[C@@H]1C(N(C2=C(C(C1)O)C=CC=C2)CC(=O)OC(C)(C)C)=O (3-(S)-t-butyloxycarbonylamino-1-t-butyloxycarbonylmethyl-5-hydroxy-2,3,4,5-tetrahydro-1H-[1]benzazepin-2-one), C(C)(=O)OC(C)=O (acetic anhydride). The product is C(C)(C)(C)OC(=O)N[C@@H]1C(N(C2=C(C(C1)OC(C)=O)C=CC=C2)CC(=O)OC(C)(C)C)=O (3-(S)-t-butyloxycarbonylamino-1-t-butyloxycarbonylmethyl-5-acetoxy-2,3,4,5-tetrahydro-1H-[1]benzazepin-2-one). Reaction SMILES: [C:1]([O:5][C:6]([NH:8][C@H:9]1[CH2:15][CH:14]([OH:16])[C:13]2[CH:17]=[CH:18][CH:19]=[CH:20][C:12]=2[N:11]([CH2:21][C:22]([O:24][C:25]([CH3:28])([CH3:27])[CH3:26])=[O:23])[C:10]1=[O:29])=[O:7])([CH3:4])([CH3:3])[CH3:2].[C:30](OC(=O)C)(=[O:32])[CH3:31]>>[C:1]([O:5][C:6]([NH:8][C@H:9]1[CH2:15][CH:14]([O:16][C:30](=[O:32])[CH3:31])[C:13]2[CH:17]=[CH:18][CH:19]=[CH:20][C:12]=2[N:11]([CH2:21][C:22]([O:24][C:25]([CH3:28])([CH3:27])[CH3:26])=[O:23])[C:10]1=[O:29])=[O:7])([CH3:4])([CH3:3])[CH3:2]. Reported procedure: A solution of 3-(S)-t-butyloxycarbonylamino-1-t-butyloxycarbonylmethyl-5-hydroxy-2,3,4,5-tetrahydro-1H-[1]benzazepin-2-one (described above, 3.0 g) in acetic anhydride (50 ml) was heated at 80° under a dry nitrogen atmosphere for 2 hours. The acetic anhydride was evaporated. The residue was dissolved in ethyl acetate (75 ml) and washed with saturated sodium bicarbonate (50 ml), water (50 ml), and saturated sodium chloride (50 ml). The organic phase was dried (sodium sulfate), evaporated, and the...